From a dataset of the Open Reaction Database (ORD), a public repository of structured organic reaction records. describe an organic reaction: reactants, conditions, products, and yield Starting materials: CCOC(=O)Cn1c(Cl)cnc(NC2CN(S(C)(=O)=O)CC2c2ccccn2)c1=O, CCO, Cl, [Na+], [OH-]. Yields the product CS(=O)(=O)N1CC(Nc2ncc(Cl)n(CC(=O)O)c2=O)C(c2ccccn2)C1. RXN SMILES: [CH3:1][S:2](=[O:3])(=[O:4])[N:5]1[CH2:6][CH:7]([NH:16][c:17]2[c:18](=[O:30])[n:19]([CH2:24][C:25](=[O:26])[O:27][CH2:28][CH3:29])[c:20]([Cl:23])[cH:21][n:22]2)[CH:8]([c:10]2[n:11][cH:12][cH:13][cH:14][cH:15]2)[CH2:9]1.[CH3:34][CH2:35][OH:36].[ClH:33].[Na+:32].[OH-:31]>>[CH3:1][S:2](=[O:3])(=[O:4])[N:5]1[CH2:6][CH:7]([NH:16][c:17]2[c:18](=[O:30])[n:19]([CH2:24][C:25](=[O:26])[OH:27])[c:20]([Cl:23])[cH:21][n:22]2)[CH:8]([c:10]2[n:11][cH:12][cH:13][cH:14][cH:15]2)[CH2:9]1. Starting materials: C1COCCO1, CN1CCCC1, CCOC(C)=O, C=C(C)OC(=O)Nc1ccc(Oc2ccnc(-c3cnn(C)c3)c2)cc1F, Nc1cc(C(F)(F)F)c[nH]c1=O. The product is Cn1cc(-c2cc(Oc3ccc(NC(=O)Nc4cc(C(F)(F)F)c[nH]c4=O)c(F)c3)ccn2)cn1. Reaction SMILES: [CH2:46]1[O:47][CH2:48][CH2:49][O:50][CH2:51]1.[CH3:40][N:41]1[CH2:42][CH2:43][CH2:44][CH2:45]1.[CH3:52][CH2:53][O:54][C:55](=[O:56])[CH3:57].[F:13][c:14]1[c:15]([NH:33][C:34]([O:35][C:37]([CH3:38])=[CH2:39])=[O:36])[cH:16][cH:17][c:18]([O:20][c:21]2[cH:22][c:23](-[c:27]3[cH:28][n:29][n:30]([CH3:32])[cH:31]3)[n:24][cH:25][cH:26]2)[cH:19]1.[NH2:1][c:2]1[c:3](=[O:12])[nH:4][cH:5][c:6]([C:8]([F:9])([F:10])[F:11])[cH:7]1>>[NH:1]([c:2]1[c:3](=[O:12])[nH:4][cH:5][c:6]([C:8]([F:9])([F:10])[F:11])[cH:7]1)[C:34]([NH:33][c:15]1[c:14]([F:13])[cH:19][c:18]([O:20][c:21]2[cH:22][c:23](-[c:27]3[cH:28][n:29][n:30]([CH3:32])[cH:31]3)[n:24][cH:25][cH:26]2)[cH:17][cH:16]1)=[O:35]. Reactants: CCO, O=S(=O)(Cl)C1CC1, [H][H], CC1CC(N=[N+]=[N-])CN1C(=O)OC(C)(C)C, [Na+], O=C([O-])O, [OH-], [OH-], [Pd+2]. The product is CC1CC(NS(=O)(=O)C2CC2)CN1C(=O)OC(C)(C)C. RXN SMILES: [CH3:31][CH2:32][OH:33].[CH:19]1([S:22](=[O:23])(=[O:24])[Cl:25])[CH2:20][CH2:21]1.[H:17][H:18].[N:1](=[N+:2]=[N-:3])[CH:4]1[CH2:5][CH:6]([CH3:16])[N:7]([C:9](=[O:10])[O:11][C:12]([CH3:13])([CH3:14])[CH3:15])[CH2:8]1.[Na+:30].[O-:26][C:27]([OH:28])=[O:29].[OH-:34].[OH-:35].[Pd+2:36]>>[NH:1]([CH:4]1[CH2:5][CH:6]([CH3:16])[N:7]([C:9](=[O:10])[O:11][C:12]([CH3:13])([CH3:14])[CH3:15])[CH2:8]1)[S:22]([CH:19]1[CH2:20][CH2:21]1)(=[O:23])=[O:24]. Starting materials: ClC1=NC(=C2N=CN(C2=N1)[C@H]1[C@@H]([C@@H]([C@H](C1)NC(=O)C1CCC1)O)O)NCC(C1=CC=CC=C1)C1=CC=CC=C1 (cyclobutanecarboxylic acid {(1S,2R,3S,4R)-4-[2-chloro-6-(2,2-diphenyl-ethylamino)-purin-9-yl]-2,3-dihydroxy-cyclopentyl}-amide), Cl.N[C@@H]1[C@H]([C@H]([C@@H](C1)N1C2=NC(=NC(=C2N=C1)NCC(C1=CC=CC=C1)C1=CC=CC=C1)Cl)O)O ((1S,2R,3S,5R)-3-amino-5-[2-chloro-6-(2,2-diphenyl-ethylamino)-purin-9-yl]-cyclopentane-1,2-diol hydrochloride), ClC1=NC(=C2N=CNC2=N1)NCC(C1=CC=CC=C1)C1=CC=CC=C1 ((2-Chloro-9H-purin-6-yl)-(2,2-diphenyl-ethyl)-amine), O1N=CC=C1C(=O)Cl (isoxazole-5-carbonyl chloride). Product: ClC1=NC(=C2N=CN(C2=N1)[C@H]1[C@@H]([C@@H]([C@H](C1)NC(=O)C1=CC=NO1)O)O)NCC(C1=CC=CC=C1)C1=CC=CC=C1 (Isoxazole-5-carboxylic acid {(1S,2R,3S,4R)-4-[2-chloro-6-(2,2-diphenyl-ethylamino)-purin-9-yl]-2,3-dihydroxy-cyclopentyl}-amide). Reaction SMILES: [Cl:1][C:2]1[N:10]=[C:9]2[C:5]([N:6]=[CH:7][N:8]2[C@@H:11]2[CH2:15][C@H:14]([NH:16][C:17]([CH:19]3[CH2:22][CH2:21]C3)=[O:18])[C@@H:13]([OH:23])[C@H:12]2[OH:24])=[C:4]([NH:25][CH2:26][CH:27]([C:34]2[CH:39]=[CH:38][CH:37]=[CH:36][CH:35]=2)[C:28]2[CH:33]=[CH:32][CH:31]=[CH:30][CH:29]=2)[N:3]=1.Cl.N[C@H]1C[C@@H](N2C=NC3C2=NC(Cl)=NC=3NCC(C2C=CC=CC=2)C2C=CC=CC=2)[C@H](O)[C@@H]1O.ClC1N=C2C(N=CN2)=C(NCC(C2C=CC=CC=2)C2C=CC=CC=2)N=1.[O:99]1C(C(Cl)=O)=CC=[N:100]1>>[Cl:1][C:2]1[N:10]=[C:9]2[C:5]([N:6]=[CH:7][N:8]2[C@@H:11]2[CH2:15][C@H:14]([NH:16][C:17]([C:19]3[O:99][N:100]=[CH:21][CH:22]=3)=[O:18])[C@@H:13]([OH:23])[C@H:12]2[OH:24])=[C:4]([NH:25][CH2:26][CH:27]([C:28]2[CH:29]=[CH:30][CH:31]=[CH:32][CH:33]=2)[C:34]2[CH:35]=[CH:36][CH:37]=[CH:38][CH:39]=2)[N:3]=1 |f:1.2|. Procedure details: The title compound is prepared by the same method as cyclobutanecarboxylic acid {(1S,2R,3S,4R)-4-[2-chloro-6-(2,2-diphenyl-ethylamino)-purin-9-yl]-2,3-dihydroxy-cyclopentyl}-amide from (1S,2R,3S,5R)-3-amino-5-[2-chloro-6-(2,2-diphenyl-ethylamino)-purin-9-yl]-cyclopentane-1,2-diol hydrochloride (an intermediate for preparing the compound of Example 22) and isoxazole-5-carbonyl chloride to afford the title compound. LCMS (electrospray): m/z [MH+] 560.28. Starting materials: C([O-])(O)=O.[K+] (potassium bicarbonate), C(C)(=O)O[C@H]1C[C@@H]2CC[C@H]3[C@@H]4CC[C@H](C(C)=O)[C@]4(CC[C@@H]3[C@]2(C=C1)C)C (3α-acetoxy-5α-pregn-1-en-20-one), C(C)(=O)O[C@H]1C[C@@H]2CC[C@H]3[C@@H]4CC[C@H](C(C)=O)[C@]4(CC[C@@H]3[C@]2(C[C@H]1Br)C)C (3α-acetoxy-2α-bromo-5α-pregnan-20-one). Run in CO (methanol). Yields the product O[C@H]1C[C@@H]2CC[C@H]3[C@@H]4CC[C@H](C(C)=O)[C@]4(CC[C@@H]3[C@]2(C=C1)C)C (3α-hydroxy-5α-pregn-1-en-20-one). The yield is 22.1%. As a reaction SMILES: C([O:4][C@@H:5]1[CH:24]=[CH:23][C@@:22]2([CH3:25])[C@@H:7]([CH2:8][CH2:9][C@@H:10]3[C@@H:21]2[CH2:20][CH2:19][C@@:18]2([CH3:26])[C@H:11]3[CH2:12][CH2:13][C@@H:14]2[C:15](=[O:17])[CH3:16])[CH2:6]1)(=O)C.C(O[C@@H]1[C@H](Br)C[C@@]2(C)[C@@H](CC[C@@H]3[C@@H]2CC[C@@]2(C)[C@H]3CC[C@@H]2C(=O)C)C1)(=O)C.C(=O)(O)[O-].[K+]>CO>[OH:4][C@@H:5]1[CH:24]=[CH:23][C@@:22]2([CH3:25])[C@@H:7]([CH2:8][CH2:9][C@@H:10]3[C@@H:21]2[CH2:20][CH2:19][C@@:18]2([CH3:26])[C@H:11]3[CH2:12][CH2:13][C@@H:14]2[C:15](=[O:17])[CH3:16])[CH2:6]1 |f:2.3|. Procedure: A solution of crude 3α-acetoxy-5α-pregn-1-en-20-one (4.0 g.) containing some 3α-acetoxy-2α-bromo-5α-pregnan-20-one, in dry methanol (120 ml.) was treated with potassium bicarbonate (4.5 g.), and the mixture was refluxed under nitrogen for 2 hours. The reaction mixture was concentrated in vacuo, then poured into water, and the product was extracted with methylene chloride. The extract was washed with water, dried (Na2SO4), and evaporated in vacuo. The residue (3.3 g.) was subjected to preparative...